Task: describe an organic reaction: reactants, conditions, products, and yield. Dataset: the Open Reaction Database (ORD), a public repository of structured organic reaction records Run at time 16 hour. Reactants: ClC1=CC=C(C=C1)C(C(=O)O[C@H]1CN2CCC1CC2)N2CCCCC2 ((R)-quinuclidin-3-yl 2-(4-chlorophenyl)-2-(piperidin-1-yl)acetate), BrCC(=O)C1=CC=CC=C1 (2-bromo-1-phenylethanone). Yields the product [Br-].ClC1=CC=C(C=C1)C(C(=O)O[C@H]1C[N+]2(CCC1CC2)CC(C2=CC=CC=C2)=O)N2CCCCC2 ((3R)-3-(2-(4-chlorophenyl)-2-(piperidin-1-yl)acetoxy)-1-(2-oxo-2-phenylethyl)-1-azoniabicyclo[2.2.2]octane bromide). Reaction SMILES: [Cl:1][C:2]1[CH:7]=[CH:6][C:5]([CH:8]([N:20]2[CH2:25][CH2:24][CH2:23][CH2:22][CH2:21]2)[C:9]([O:11][C@@H:12]2[CH:17]3[CH2:18][CH2:19][N:14]([CH2:15][CH2:16]3)[CH2:13]2)=[O:10])=[CH:4][CH:3]=1.[Br:26][CH2:27][C:28]([C:30]1[CH:35]=[CH:34][CH:33]=[CH:32][CH:31]=1)=[O:29]>C(#N)C>[Br-:26].[Cl:1][C:2]1[CH:7]=[CH:6][C:5]([CH:8]([N:20]2[CH2:21][CH2:22][CH2:23][CH2:24][CH2:25]2)[C:9]([O:11][C@@H:12]2[CH:17]3[CH2:18][CH2:19][N+:14]([CH2:27][C:28](=[O:29])[C:30]4[CH:35]=[CH:34][CH:33]=[CH:32][CH:31]=4)([CH2:15][CH2:16]3)[CH2:13]2)=[O:10])=[CH:4][CH:3]=1 |f:3.4|. The yield is 62.3%. Run in C(C)#N (acetonitrile). Procedure: (R)-quinuclidin-3-yl 2-(4-chlorophenyl)-2-(piperidin-1-yl)acetate (100 mg, 0.28 mmol) and 2-bromo-1-phenylethanone (60.3 mg, 0.30 mmol) were dissolved in acetonitrile (4 ml) and stirred at room temperature for 16 hours. The solvent was evaporated and the resulting residue was purified by flash chromatography (DCM/MeOH=9/1) to obtain (3R)-3-(2-(4-chlorophenyl)-2-(piperidin-1-yl)acetoxy)-1-(2-oxo-2-phenylethyl)-1-azoniabicyclo[2.2.2]octane bromide (98 mg, 63.3% yield) as white powder. Starting materials: ClC=1C=CC=C2C=NNC(C12)=O (8-chlorophthalazin-1(2H)-one), Cl (HCl), C1(=CC=CC=C1)P(C1=CC=CC=C1)C1=CC=CC=C1 (triphenylphosphine), CCOC(=O)/N=N/C(=O)OCC (DEAD), N1=C(C=CC2=CC=CC=C12)CCO (2-(quinolin-2-yl)ethanol). Solvent: C1CCOC1 (THF). Run at time 15 minute. Product: ClC=1C=CC=C2C=NN(C(C12)=O)CCC1=NC2=CC=CC=C2C=C1 (8-Chloro-2-(2-quinolin-2-yl-ethyl)-2H-phthalazin-1-one). RXN SMILES: C1(P(C2C=CC=CC=2)C2C=CC=CC=2)C=CC=CC=1.CCOC(/N=N/C(OCC)=O)=O.[N:32]1[C:41]2[C:36](=[CH:37][CH:38]=[CH:39][CH:40]=2)[CH:35]=[CH:34][C:33]=1[CH2:42][CH2:43]O.[Cl:45][C:46]1[CH:47]=[CH:48][CH:49]=[C:50]2[C:55]=1[C:54](=[O:56])[NH:53][N:52]=[CH:51]2.Cl>C1COCC1>[Cl:45][C:46]1[CH:47]=[CH:48][CH:49]=[C:50]2[C:55]=1[C:54](=[O:56])[N:53]([CH2:43][CH2:42][C:33]1[CH:34]=[CH:35][C:36]3[C:41](=[CH:40][CH:39]=[CH:38][CH:37]=3)[N:32]=1)[N:52]=[CH:51]2. Procedure: To a solution of triphenylphosphine (9.00 g, 34.3 mmol) in THF (100 mL), DEAD (5.44 mL, 34.3 mmol) was added at 0° C. After stirring for 15 min, 2-(quinolin-2-yl)ethanol from Example a1 (2.97 g, 17.17 mmol) was added. After another 15 min, 8-chlorophthalazin-1(2H)-one (3.1 g, 17.17 mmol) was added. The mixture was stirred overnight at room temperature; LC-MS indicated complete conversion to the product. 1 N HCl was added (pH=4). The mixture was extracted with EtOAc (3×50 mL), the EtOAc layers we... Starting materials: COC1=C(C=2CCCCC2C=C1OC)C(=O)O (2,3-dimethoxy-5,6,7,8-tetrahydro-1-naphthalenecarboxylic acid), C(C(=O)Cl)(=O)Cl (oxalyl chloride). The reagents and catalysts are CN(C)C=O (DMF). The solvent is C(Cl)Cl (DCM). Conditions: time 2 hour. Product: COC1=C(C=2CCCCC2C=C1OC)C(=O)Cl (2,3-Dimethoxy-5,6,7,8-tetrahydro-1-naphthalenecarbonyl chloride). Reaction SMILES: [CH3:1][O:2][C:3]1[C:12]([O:13][CH3:14])=[CH:11][C:10]2[CH2:9][CH2:8][CH2:7][CH2:6][C:5]=2[C:4]=1[C:15]([OH:17])=O.C(Cl)(=O)C([Cl:21])=O>C(Cl)Cl.CN(C=O)C>[CH3:1][O:2][C:3]1[C:12]([O:13][CH3:14])=[CH:11][C:10]2[CH2:9][CH2:8][CH2:7][CH2:6][C:5]=2[C:4]=1[C:15]([Cl:21])=[O:17]. Procedure: To a solution of 2,3-dimethoxy-5,6,7,8-tetrahydro-1-naphthalenecarboxylic acid (0.20 g, 0.85 mmol) in DCM (5 mL) was added oxalyl chloride (0.09 mL, 1.06 mmol) and 1 drop of DMF. The mixture was stirred at room temperature for 2 h. The solvent was removed in vacuo and the 2,3-dimethoxy-5,6,7,8-tetrahydro-1-naphthalenecarbonyl chloride was used without purification. Run at time 4.5 hour. Solvent: Cl (HCl), O (water). Isolated yield 53.6%. The reactants are C(=O)NNS(=O)(=O)C=CC1=CC=CC=C1 (1-formyl-2-(β-styrenesulfonyl)hydrazine), O.C(C=O)(=O)O (glyoxylic acid monohydrate). The product is C(=CC1=CC=CC=C1)S(=O)(=O)NN=CC(=O)O (GLYOXYLIC ACID β-STYRENESULFONYLHYDRAZONE). Reaction SMILES: [CH:1]([NH:3][NH:4][S:5]([CH:8]=[CH:9][C:10]1[CH:15]=[CH:14][CH:13]=[CH:12][CH:11]=1)(=[O:7])=[O:6])=O.O.[C:17]([OH:21])(=[O:20])C=O>Cl.O>[CH:8]([S:5]([NH:4][N:3]=[CH:1][C:17]([OH:21])=[O:20])(=[O:7])=[O:6])=[CH:9][C:10]1[CH:15]=[CH:14][CH:13]=[CH:12][CH:11]=1 |f:1.2|. Procedure details: In this operation a suspension of 1-formyl-2-(β-styrenesulfonyl)hydrazine (4.98 g, 22 mmol) in 6 N HCl (44 cc) was stirred for 4.5 hr at 50°-55° C. After cooling a small amount of insoluble material was removed by filtration. The filtrate was added all at once to a stirred solution of glyoxylic acid monohydrate (2.4 g, 26 mmol) in water (180 cc), and stirring was continued for 3 hr. The white crystalline solid which had precipitated was collected by filtration and air dried to give 3.0 g of the ... Starting materials: NC(=O)CBr, CC#N, [K+], [K+], O=C([O-])[O-], OB(O)c1ccc(S)cc1. The product is NC(=O)CSc1ccc(B(O)O)cc1. RXN SMILES: [Br:11][CH2:12][C:13](=[O:14])[NH2:15].[CH3:22][C:23]#[N:24].[K+:16].[K+:17].[O-:18][C:19]([O-:20])=[O:21].[SH:1][c:2]1[cH:3][cH:4][c:5]([B:8]([OH:9])[OH:10])[cH:6][cH:7]1>>[S:1]([c:2]1[cH:3][cH:4][c:5]([B:8]([OH:9])[OH:10])[cH:6][cH:7]1)[CH2:12][C:13](=[O:14])[NH2:15]. The reactants are Cl.FC1=CC=CC=2CC(OC21)C2CCNCC2 (4-(7-fluoro-2,3-dihydrobenzofuran-2-yl)piperidine hydrochloride), C1CC(=O)N(C1=O)Br (NBS). Solvent: C(Cl)Cl (CH2Cl2), CO (MeOH). Reaction conditions: time 3 hour. Yields the product BrC=1C=C(C2=C(CC(O2)C2CCNCC2)C1)F (4-(5-Bromo-7-fluoro-2,3-dihydrobenzofuran-2-yl)piperidine). The yield is 94.6%. As a reaction SMILES: Cl.[F:2][C:3]1[C:11]2[O:10][CH:9]([CH:12]3[CH2:17][CH2:16][NH:15][CH2:14][CH2:13]3)[CH2:8][C:7]=2[CH:6]=[CH:5][CH:4]=1.C1C(=O)N([Br:25])C(=O)C1>CO.C(Cl)Cl>[Br:25][C:5]1[CH:4]=[C:3]([F:2])[C:11]2[O:10][CH:9]([CH:12]3[CH2:17][CH2:16][NH:15][CH2:14][CH2:13]3)[CH2:8][C:7]=2[CH:6]=1 |f:0.1|. Procedure details: To a solution of 4-(7-fluoro-2,3-dihydrobenzofuran-2-yl)piperidine hydrochloride (1.18 g, 4.58 mmol) in MeOH (36.6 mL) at 0° C. was added NBS (0.815 g, 4.58 mmol) in one portion. Upon completion of addition, the reaction mixture was immediately warmed to room temperature, where it stirred for 3 hours. At the conclusion of this period, the reaction mixture was quenched with aqueous Na2H2S2O5 (5%, 5 mL). The solvent was removed under reduced pressure to yield a residue. The residue was diluted wit... Reactants: C(C(CO)(CO)N)O (trisamine), C1(=CC=CC=C1)C1=NNC=2N=C(SC21)N (3-phenyl-1H-pyrazolo[3,4-d]thiazol-5-ylamine), ClC=1SC(=C(N1)C)C(=O)Cl (2-chloro-4-methyl-thiazole-5-carbonyl chloride), C1(=CC=CC=C1)C (toluene). Reagents/catalysts: CN(C)C=1C=CN=CC1 (DMAP). Run in C1CCOC1 (THF). Conditions: temperature 70 celsius, time 18 hour. The product is C1(=CC=CC=C1)C1=NNC=2N=C(SC21)NC(=O)C2=C(N=C(S2)Cl)C (2-chloro-4-methyl-thiazole-5-carboxylic acid (3-phenyl-1H-pyrazolo[3,4-d]thiazol-5-yl)-amide). The yield is 21.0%. Reaction SMILES: [C:1]1([C:7]2[C:14]3[S:13][C:12]([NH2:15])=[N:11][C:10]=3[NH:9][N:8]=2)[CH:6]=[CH:5][CH:4]=[CH:3][CH:2]=1.[Cl:16][C:17]1[S:18][C:19]([C:23](Cl)=[O:24])=[C:20]([CH3:22])[N:21]=1.C1(C)C=CC=CC=1.C(O)C(N)(CO)CO>CN(C1C=CN=CC=1)C.C1COCC1>[C:1]1([C:7]2[C:14]3[S:13][C:12]([NH:15][C:23]([C:19]4[S:18][C:17]([Cl:16])=[N:21][C:20]=4[CH3:22])=[O:24])=[N:11][C:10]=3[NH:9][N:8]=2)[CH:2]=[CH:3][CH:4]=[CH:5][CH:6]=1. Reported procedure: To a vial charged with 3-phenyl-1H-pyrazolo[3,4-d]thiazol-5-ylamine (30 mg, 0.139 mmol), PS-DMAP (Argonaut resin, 558 mg, 6 equiv.), and a stirring bar was added THF (2 mL) and 2-chloro-4-methyl-thiazole-5-carbonyl chloride solution in toluene (0.52 M, 1.3 mL, ca. 5 equiv.). The reaction mixture was stirred at 70° C. for 18 hours, then cooled to room temperature and treated with PS-trisamine (Argonaut resin, 674 mg, 20 equiv.) for 2 hours. The resin was filtered, washed with THF and the solvent ... Yields the product C(C)(=O)C1=NC=CC=2C3=CC=C(C=C3NC12)Br (1-acetyl-7-bromo-β-carboline). Conditions: time 15 minute. Reported procedure: To a suspension of NaH (95%, 14 mg, 0.60 mmol) in DMF (1.0 ml) at 5° C. to 10° C. was added the product from example 1 (74 mg, 0.30 mmol). The resulting mixture was stirred for 15 min at 5° C. to 10° C., before adding methanesulfonylchloride (0.030 ml, 0.38 mmol). The reaction was allowed to warm to RT and stirred for 2 h before partitioning into saturated aqueous NaHCO3 and EtOAc. After stirring the mixture overnight, the organic layer was washed with water, dried (brine; MgSO4), and concentrat... The reactants are BrC1=CC=C2C=3C=CN=CC3NC2=C1 (7-bromo-β-carboline), [H-].[Na+] (NaH), CN(C)C=O (DMF), CS(=O)(=O)Cl (methanesulfonylchloride). RXN SMILES: [H-].[Na+].[Br:3][C:4]1[CH:16]=[C:15]2[C:7]([C:8]3[CH:9]=[CH:10][N:11]=[CH:12][C:13]=3[NH:14]2)=[CH:6][CH:5]=1.[CH3:17]S(Cl)(=O)=O.CN([CH:25]=[O:26])C>>[C:25]([C:12]1[C:13]2[NH:14][C:15]3[C:7](=[CH:6][CH:5]=[C:4]([Br:3])[CH:16]=3)[C:8]=2[CH:9]=[CH:10][N:11]=1)(=[O:26])[CH3:17] |f:0.1|.